This data is from the Open Reaction Database (ORD), a public repository of structured organic reaction records. The task is: describe an organic reaction: reactants, conditions, products, and yield Yields the product C1(=C(C=CC=C1)NC(=O)N1CC=2N(CC1)C=C(N2)C(=O)OCC)C (ethyl 7-(o-tolylcarbamoyl)-5,6,7,8-tetrahydroimidazo[1,2-a]pyrazine-2-carboxylate). Reactants: N=1C(=CN2C1CNCC2)C(=O)OCC (ethyl 5,6,7,8-tetrahydroimidazo[1,2-a]pyrazine-2-carboxylate), CCN(C(C)C)C(C)C (DIPEA), N(=C=O)C1=C(C=CC=C1)C (1-isocyanato-2-methylbenzene). Solvent: CN(C)C=O (DMF). Procedure details: To a vial containing 1-isocyanato-2-methylbenzene (0.0166 g, 0.125 mmol) was added ethyl 5,6,7,8-tetrahydroimidazo[1,2-a]pyrazine-2-carboxylate (0.024 g, 0.125 mmol), DIPEA (0.0762 mL, 0.438 mmol), and DMF (1.5 mL). The solution was shaken at room temperature for 16 h, then concentrated to give crude ethyl 7-(o-tolylcarbamoyl)-5,6,7,8-tetrahydroimidazo[1,2-a]pyrazine-2-carboxylate. Conditions: time 16 hour. RXN SMILES: [N:1]([C:4]1[CH:9]=[CH:8][CH:7]=[CH:6][C:5]=1[CH3:10])=[C:2]=[O:3].[N:11]1[C:12]([C:20]([O:22][CH2:23][CH3:24])=[O:21])=[CH:13][N:14]2[CH2:19][CH2:18][NH:17][CH2:16][C:15]=12.CCN(C(C)C)C(C)C>CN(C=O)C>[C:5]1([CH3:10])[CH:6]=[CH:7][CH:8]=[CH:9][C:4]=1[NH:1][C:2]([N:17]1[CH2:18][CH2:19][N:14]2[CH:13]=[C:12]([C:20]([O:22][CH2:23][CH3:24])=[O:21])[N:11]=[C:15]2[CH2:16]1)=[O:3]. Reactants: O(C1=CC=CC=C1)C1=CC=C(C=C1)NC1=CC=NC2=CC(=CC=C12)I ((4-Phenoxyphenyl)-(7-iodo-quinolin-4-yl)amine), C(CCC)[Sn](CCCC)(CCCC)C=1OC(=CC1)C1OCCO1 ((tributylstannyl)-5-(1,3-dioxolan-2-yl)-furan). The reagents and catalysts are [Pd].C1(=CC=CC=C1)P(C1=CC=CC=C1)C1=CC=CC=C1.C1(=CC=CC=C1)P(C1=CC=CC=C1)C1=CC=CC=C1.C1(=CC=CC=C1)P(C1=CC=CC=C1)C1=CC=CC=C1.C1(=CC=CC=C1)P(C1=CC=CC=C1)C1=CC=CC=C1 (tetrakis (triphenylphosphine) palladium (0)). The solvent is CC(=O)N(C)C (dimethylacetamide). Yields the product O(C1=CC=CC=C1)C1=CC=C(C=C1)NC1=CC=NC2=CC(=CC=C12)C=1OC(=CC1)C1OCCO1 ((4-Phenoxyphenyl)-(7-(5-(1,3-dioxolan-2-yl)furan-2-yl)-quinolin-4-yl)amine). Isolated yield 68.1%. Reaction SMILES: [O:1]([C:8]1[CH:13]=[CH:12][C:11]([NH:14][C:15]2[C:24]3[C:19](=[CH:20][C:21](I)=[CH:22][CH:23]=3)[N:18]=[CH:17][CH:16]=2)=[CH:10][CH:9]=1)[C:2]1[CH:7]=[CH:6][CH:5]=[CH:4][CH:3]=1.C([Sn]([C:39]1[O:40][C:41]([CH:44]2[O:48][CH2:47][CH2:46][O:45]2)=[CH:42][CH:43]=1)(CCCC)CCCC)CCC>CC(N(C)C)=O.[Pd].C1(P(C2C=CC=CC=2)C2C=CC=CC=2)C=CC=CC=1.C1(P(C2C=CC=CC=2)C2C=CC=CC=2)C=CC=CC=1.C1(P(C2C=CC=CC=2)C2C=CC=CC=2)C=CC=CC=1.C1(P(C2C=CC=CC=2)C2C=CC=CC=2)C=CC=CC=1>[O:1]([C:8]1[CH:13]=[CH:12][C:11]([NH:14][C:15]2[C:24]3[C:19](=[CH:20][C:21]([C:39]4[O:40][C:41]([CH:44]5[O:48][CH2:47][CH2:46][O:45]5)=[CH:42][CH:43]=4)=[CH:22][CH:23]=3)[N:18]=[CH:17][CH:16]=2)=[CH:10][CH:9]=1)[C:2]1[CH:7]=[CH:6][CH:5]=[CH:4][CH:3]=1 |f:3.4.5.6.7|. Procedure: (4-Phenoxyphenyl)-(7-iodo-quinolin-4-yl)amine (2 g) was treated with 2-to (tributylstannyl)-5-(1,3-dioxolan-2-yl)-furan (2.16 g) and tetrakis (triphenylphosphine) palladium (0) (0.26 g) in dimethylacetamide (20 ml) in accordance with Procedure B. Purification via column chromatography, eluting with ethyl acetate, followed by trituration with diethylether afforded a yellow solid (1.4 g); δH [2H6]DMSO 9.10 (1H, s), 8.45 (2H, m), 8.13 (1H, s), 7.96 (1H, d), 7.41 (4H, m), 7.22 (1H, d), 7.20-7.03 (5H... Reactants: CS(=O)(=O)C1=CNC2=CN=CC=C21 (3-(methylsulfonyl)-1H-pyrrolo[2,3-c]pyridine), ClC1=CC2=C(N(C(=N2)CCl)CCCS(=O)(=O)C)C=C1 (5-chloro-2-(chloromethyl)-1-(3-(methylsulfonyl)propyl)-1H-benzo[d]imidazole), ClC1=CC2=C(N(C(=N2)CCl)CCCS(=O)(=O)C)C=C1 (5-chloro-2-(chloromethyl)-1-(3-(methylsulfonyl)propyl)-1H-benzo[d]imidazole). Product: ClC1=CC2=C(N(C(=N2)CN2C=C(C=3C2=CN=CC3)S(=O)(=O)C)CCCS(=O)(=O)C)C=C1 (5-Chloro-1-[3-(methylsulfonyl)propyl]-2-{[3-(methylsulfonyl)-1H-pyrrolo[2,3-c]pyridin-1-yl]methyl}-1H-benzimidazole). As a reaction SMILES: [CH3:1][S:2]([C:5]1[C:13]2[C:8](=[CH:9][N:10]=[CH:11][CH:12]=2)[NH:7][CH:6]=1)(=[O:4])=[O:3].[Cl:14][C:15]1[CH:32]=[CH:31][C:18]2[N:19]([CH2:24][CH2:25][CH2:26][S:27]([CH3:30])(=[O:29])=[O:28])[C:20]([CH2:22]Cl)=[N:21][C:17]=2[CH:16]=1>>[Cl:14][C:15]1[CH:32]=[CH:31][C:18]2[N:19]([CH2:24][CH2:25][CH2:26][S:27]([CH3:30])(=[O:28])=[O:29])[C:20]([CH2:22][N:7]3[C:8]4=[CH:9][N:10]=[CH:11][CH:12]=[C:13]4[C:5]([S:2]([CH3:1])(=[O:3])=[O:4])=[CH:6]3)=[N:21][C:17]=2[CH:16]=1. Procedure: The title compound was prepared in analogy to Example 1-2 by using 3-(methylsulfonyl)-1H-pyrrolo[2,3-c]pyridine and 5-chloro-2-(chloromethyl)-1-(3-(methylsulfonyl)propyl)-1H-benzo[d]imidazole instead of 3-(methylsulfonyl)-1H-indole and 5-chloro-2-(chloromethyl)-1-(3-(methylsulfonyl)propyl)-1H-benzo[d]imidazole. Reaction SMILES: [CH2:30]1[O:31][CH2:32][CH2:33][CH2:34]1.[CH3:2][CH:3]1[CH2:4][O:5][CH2:6][CH2:7][CH:8]1[NH2:9].[CH3:35][CH2:36][O:37][C:38]([CH3:39])=[O:40].[CH:10]([N:11]([CH2:12][CH3:13])[CH:14]([CH3:15])[CH3:16])([CH3:17])[CH3:18].[Cl:19][c:20]1[n:21][cH:22][c:23]([N+:27](=[O:28])[O-:29])[c:24]([Cl:26])[n:25]1.[ClH:1]>>[CH3:2][CH:3]1[CH2:4][O:5][CH2:6][CH2:7][CH:8]1[NH:9][c:24]1[c:23]([N+:27](=[O:28])[O-:29])[cH:22][n:21][c:20]([Cl:19])[n:25]1. The reactants are C1CCOC1, CC1COCCC1N, CCOC(C)=O, CCN(C(C)C)C(C)C, O=[N+]([O-])c1cnc(Cl)nc1Cl, Cl. Yields the product CC1COCCC1Nc1nc(Cl)ncc1[N+](=O)[O-]. Starting materials: CC(C)(C)OC(=O)N1C(Cc2ccc(C(=O)O)cc2)CCC1C(O)c1ccccc1, O=C1OCCC12CCNCC2, CCN(C(C)C)C(C)C, CN(C)C=O, On1nnc2ccccc21. The product is CC(C)(C)OC(=O)N1C(Cc2ccc(C(=O)N3CCC4(CCOC4=O)CC3)cc2)CCC1C(O)c1ccccc1. RXN SMILES: [C:1]([CH3:2])([CH3:3])([CH3:4])[O:5][C:6](=[O:7])[N:8]1[CH:9]([CH2:21][c:22]2[cH:23][cH:24][c:25]([C:26](=[O:27])[OH:28])[cH:29][cH:30]2)[CH2:10][CH2:11][CH:12]1[CH:13]([c:14]1[cH:15][cH:16][cH:17][cH:18][cH:19]1)[OH:20].[C:31]1(=[O:41])[O:32][CH2:33][CH2:34][C:35]12[CH2:36][CH2:37][NH:38][CH2:39][CH2:40]2.[CH:52]([N:53]([CH:54]([CH3:55])[CH3:56])[CH2:57][CH3:58])([CH3:59])[CH3:60].[O:61]=[CH:62][N:63]([CH3:64])[CH3:65].[OH:42][n:43]1[c:44]2[c:45]([cH:46][cH:47][cH:48][cH:49]2)[n:50][n:51]1>>[C:1]([CH3:2])([CH3:3])([CH3:4])[O:5][C:6](=[O:7])[N:8]1[CH:9]([CH2:21][c:22]2[cH:23][cH:24][c:25]([C:26](=[O:27])[N:38]3[CH2:37][CH2:36][C:35]4([C:31](=[O:41])[O:32][CH2:33][CH2:34]4)[CH2:40][CH2:39]3)[cH:29][cH:30]2)[CH2:10][CH2:11][CH:12]1[CH:13]([c:14]1[cH:15][cH:16][cH:17][cH:18][cH:19]1)[OH:20]. Reactants: COC(C=CC=CCS(=O)C1=CC=C(C=C1)OC)=O (6-(4-methoxybenzenesulfinyl)-hexa-2,4-dienoic acid methyl ester), NO (hydroxylamine), [OH-].[K+] (potassium hydroxide), CO (methanol). Run in C1CCOC1 (THF). Run at temperature 0 celsius, time 1 hour. The product is ONC(C=CC=CCS(=O)C1=CC=C(C=C1)OC)=O (6-(4-Methoxybenzenesulfinyl)-hexa-2,4-dienoic acid hydroxyamide). Isolated yield 34.3%. Reaction SMILES: C[O:2][C:3](=O)[CH:4]=[CH:5][CH:6]=[CH:7][CH2:8][S:9]([C:11]1[CH:16]=[CH:15][C:14]([O:17][CH3:18])=[CH:13][CH:12]=1)=[O:10].[NH2:20][OH:21].[OH-].[K+].CO>C1COCC1>[OH:21][NH:20][C:3](=[O:2])[CH:4]=[CH:5][CH:6]=[CH:7][CH2:8][S:9]([C:11]1[CH:16]=[CH:15][C:14]([O:17][CH3:18])=[CH:13][CH:12]=1)=[O:10] |f:2.3|. Reported procedure: To a solution of 6-(4-methoxybenzenesulfinyl)-hexa-2,4-dienoic acid methyl ester (0.32 g, 1.14 mmol) in distilled THF (6 mL) containing an aqueous solution of hydroxylamine (50%, 0.7 ml, 10.6 mmol) was added at 0° C. a solution of potassium hydroxide in methanol (1M, 1.8 ml, 1.8 mmol) over a period of 30 minutes. After stirring at 0° C. for 1 hour, distilled water (6 mL) was added and the mixture was made neutral by dropwise addition of concentrated hydrochloric acid (10 M) at 0° C. The aqueous ... Starting materials: COC(=O)c1ccccc1O, CN, CO. Product: CNC(=O)c1ccccc1O. Reaction SMILES: [C:1]([c:2]1[c:3]([OH:4])[cH:5][cH:6][cH:7][cH:8]1)([O:10][CH3:9])=[O:11].[CH3:12][NH2:13].[CH3:14][OH:15]>>[C:1]([c:2]1[c:3]([OH:4])[cH:5][cH:6][cH:7][cH:8]1)(=[O:10])[NH:13][CH3:12]. Starting materials: O=C([O-])O, CC(C)(C)OC(=O)NC(CSCC1CC1)C(=O)O, [Na+], [Na+], [OH-], O. The product is CC(C)(C)OC(=O)NC(CS(=O)(=O)CC1CC1)C(=O)O. As a reaction SMILES: [C:21](=[O:22])([OH:23])[O-:24].[C:3]([CH3:4])([CH3:5])([CH3:6])[O:7][C:8](=[O:9])[NH:10][CH:11]([C:12](=[O:13])[OH:14])[CH2:15][S:16][CH2:17][CH:18]1[CH2:19][CH2:20]1.[Na+:25].[Na+:2].[OH-:1].[OH2:26]>>[O:1]=[S:16]([CH2:15][CH:11]([NH:10][C:8]([O:7][C:3]([CH3:4])([CH3:5])[CH3:6])=[O:9])[C:12](=[O:13])[OH:14])([CH2:17][CH:18]1[CH2:19][CH2:20]1)=[O:26]. Reactants: C([O-])([O-])=O.[K+].[K+] (potassium carbonate), OC1=NC=CC=C1O (2,3-Dihydroxypyridine), BrCCBr (1,2-dibromoethane). Run in CN(C)C=O (N,N′-dimethylformamide). Conditions: temperature 90 celsius, time 8 hour. Product: O1CCOC2=NC=CC=C21 (2,3-dihydro-[1,4]dioxino[2,3-b]pyridine). Yield: 5.7%. Reaction SMILES: [OH:1][C:2]1[C:7]([OH:8])=[CH:6][CH:5]=[CH:4][N:3]=1.C(=O)([O-])[O-].[K+].[K+].Br[CH2:16][CH2:17]Br>CN(C=O)C>[O:8]1[C:7]2[C:2](=[N:3][CH:4]=[CH:5][CH:6]=2)[O:1][CH2:17][CH2:16]1 |f:1.2.3|. Procedure details: 2,3-Dihydroxypyridine (2.22 g, 20.0 mmol) was dissolved in N,N′-dimethylformamide (100 mL), and added potassium carbonate (5.52 g, 40.0 mmol) at room temperature. 5 minutes after, 1,2-dibromoethane (2.6 mL, 30.0 mmol) was added at the same temperature, and stirred at 90° C. overnight. The reaction solution was reverted to room temperature, filtered, and the obtained filtrate was concentrated in vacuo. Then, the obtained residue was added ethyl acetate. The suspension was filtered, washed ethyl a... The reactants are C(=O)([O-])[O-].[Cs+].[Cs+] (Cs2CO3), ice NH4Cl, C(C)OC(C(C)(C)OC1=C(C=C(C=C1)O)C)=O (2-(4-hydroxy-2-methyl-phenoxy)-2-methyl-propionic acid ethyl ester), ClCC=1C(=NC(=CC1)C1=CC=C(C=C1)C(F)(F)F)COC (3-chloromethyl-2-methoxymethyl-6-(4-trifluoromethyl-phenyl)-pyridine). Solvent: C(C)#N (acetonitrile). Conditions: time 22 hour. Product: C(C)OC(C(C)(C)OC1=C(C=C(C=C1)OCC=1C(=NC(=CC1)C1=CC=C(C=C1)C(F)(F)F)COC)C)=O (2-{4-[2-Methoxymethyl-6-(4-trifluoromethyl-phenyl)-pyridin-3-ylmethoxy]-2-methyl-phenoxy}-2-methyl-propionic acid ethyl ester). Reaction SMILES: [CH2:1]([O:3][C:4](=[O:17])[C:5]([O:8][C:9]1[CH:14]=[CH:13][C:12]([OH:15])=[CH:11][C:10]=1[CH3:16])([CH3:7])[CH3:6])[CH3:2].Cl[CH2:19][C:20]1[C:21]([CH2:36][O:37][CH3:38])=[N:22][C:23]([C:26]2[CH:31]=[CH:30][C:29]([C:32]([F:35])([F:34])[F:33])=[CH:28][CH:27]=2)=[CH:24][CH:25]=1.C([O-])([O-])=O.[Cs+].[Cs+]>C(#N)C>[CH2:1]([O:3][C:4](=[O:17])[C:5]([O:8][C:9]1[CH:14]=[CH:13][C:12]([O:15][CH2:19][C:20]2[C:21]([CH2:36][O:37][CH3:38])=[N:22][C:23]([C:26]3[CH:27]=[CH:28][C:29]([C:32]([F:35])([F:33])[F:34])=[CH:30][CH:31]=3)=[CH:24][CH:25]=2)=[CH:11][C:10]=1[CH3:16])([CH3:6])[CH3:7])[CH3:2] |f:2.3.4|. Reported procedure: To 0.097 g (0.407 mmol) of 2-(4-hydroxy-2-methyl-phenoxy)-2-methyl-propionic acid ethyl ester (described in WO 02/092590) and 0.145 g (0.459 mmol) of the above prepared 3-chloromethyl-2-methoxymethyl-6-(4-trifluoromethyl-phenyl)-pyridine, dissolved in 2.5 ml of abs. acetonitrile, was added 0.180 g of Cs2CO3 (0.552 mmol). The reaction was stirred for 22 h at ambient temperature. Pouring onto crashed ice/NH4Cl-solution, twofold extraction with AcOEt, washing with water and brine, drying over magne...